Task: describe an organic reaction: reactants, conditions, products, and yield. Dataset: the Open Reaction Database (ORD), a public repository of structured organic reaction records The reactants are COCCOC, O=C1OC(=O)C2CCCCC12, CC(C)(C)c1cc(N)cc(C(C)(C)C)c1O. Yields the product CC(C)(C)c1cc(NC(=O)C2CCCCC2C(=O)O)cc(C(C)(C)C)c1O. RXN SMILES: [CH3:28][O:29][CH2:30][CH2:31][O:32][CH3:33].[CH:17]12[CH:18]([CH2:19][CH2:20][CH2:21][CH2:22]1)[C:23](=[O:24])[O:25][C:26]2=[O:27].[NH2:1][c:2]1[cH:3][c:4]([C:13]([CH3:14])([CH3:15])[CH3:16])[c:5]([OH:12])[c:6]([C:8]([CH3:9])([CH3:10])[CH3:11])[cH:7]1>>[NH:1]([c:2]1[cH:3][c:4]([C:13]([CH3:14])([CH3:15])[CH3:16])[c:5]([OH:12])[c:6]([C:8]([CH3:9])([CH3:10])[CH3:11])[cH:7]1)[C:26]([CH:17]1[CH:18]([C:23](=[O:24])[OH:25])[CH2:19][CH2:20][CH2:21][CH2:22]1)=[O:27]. Starting materials: FC(C(=O)O)(F)F.ClC1=NC=C(C(=N1)NC1=CC(=CC=C1)C=C)Cl (2,5-dichloro-N-(3-vinylphenyl)pyrimidin-4-amine trifluoroacetate), C(=C)C=1C=C(N)C=CC1 (3-vinylaniline). Solvent: COCCO (2-methoxyethanol), Cl (hydrogen chloride), C(C)O (ethanol). Conditions: temperature 150 celsius. Yields the product FC(C(=O)O)(F)F.ClC=1C(=NC(=NC1)NC1=CC(=CC=C1)C=C)NC1=CC(=CC=C1)C=C (5-Chloro-N,N′-bis(3-vinylphenyl)pyrimidine-2,4-diamine trifluoroacetate), FC(C(=O)[O-])(F)F (trifluoroacetate). Yield: 474.0%. RXN SMILES: [F:1][C:2]([F:7])([F:6])[C:3]([OH:5])=[O:4].Cl[C:9]1[N:14]=[C:13]([NH:15][C:16]2[CH:21]=[CH:20][CH:19]=[C:18]([CH:22]=[CH2:23])[CH:17]=2)[C:12]([Cl:24])=[CH:11][N:10]=1.[CH:25]([C:27]1[CH:28]=[C:29]([CH:31]=[CH:32][CH:33]=1)[NH2:30])=[CH2:26]>COCCO.Cl.C(O)C>[F:1][C:2]([F:7])([F:6])[C:3]([OH:5])=[O:4].[Cl:24][C:12]1[C:13]([NH:15][C:16]2[CH:21]=[CH:20][CH:19]=[C:18]([CH:22]=[CH2:23])[CH:17]=2)=[N:14][C:9]([NH:30][C:29]2[CH:31]=[CH:32][CH:33]=[C:27]([CH:25]=[CH2:26])[CH:28]=2)=[N:10][CH:11]=1.[F:1][C:2]([F:7])([F:6])[C:3]([O-:5])=[O:4] |f:0.1,6.7|. Procedure details: A solution of 2,5-dichloro-N-(3-vinylphenyl)pyrimidin-4-amine trifluoroacetate (150 mg, 0.56 mmol) and 3-vinylaniline (200 mg, 1.0 mmol) in 2-methoxyethanol (3.8 mL) and 3 N hydrogen chloride in ethanol (0.56 mL) were mixed and heated to 150° C. for 30 minutes in a microwave. Purification by preparative LCMS (pH 2) gave the desired product as a trifluoroacetate salt (150 mg, 60%). LCMS for C20H17ClN4 (M+H)+: m/z=349.1. Reactants: C1COCCO1, CCN(C(C)C)C(C)C, O=c1ccc2cc(I)ccc2[nH]1, O=C(C=Cc1ccccc1)C=Cc1ccccc1, O=C(C=Cc1ccccc1)C=Cc1ccccc1, O=C(C=Cc1ccccc1)C=Cc1ccccc1, [Pd], [Pd], N#CC1(c2cccc(S)c2)CCOCC1, CC1(C)c2cccc(P(c3ccccc3)c3ccccc3)c2Oc2c(P(c3ccccc3)c3ccccc3)cccc21. Yields the product N#CC1(c2cccc(Sc3ccc4[nH]c(=O)ccc4c3)c2)CCOCC1. As a reaction SMILES: [CH2:79]1[O:80][CH2:81][CH2:82][O:83][CH2:84]1.[CH:28]([N:29]([CH2:30][CH3:31])[CH:32]([CH3:33])[CH3:34])([CH3:35])[CH3:36].[I:1][c:2]1[cH:3][c:4]2[cH:5][cH:6][c:7](=[O:12])[nH:8][c:9]2[cH:10][cH:11]1.[O:105]=[C:106]([CH:107]=[CH:108][c:109]1[cH:110][cH:111][cH:112][cH:113][cH:114]1)[CH:115]=[CH:116][c:117]1[cH:118][cH:119][cH:120][cH:121][cH:122]1.[O:123]=[C:124]([CH:125]=[CH:126][c:127]1[cH:128][cH:129][cH:130][cH:131][cH:132]1)[CH:133]=[CH:134][c:135]1[cH:136][cH:137][cH:138][cH:139][cH:140]1.[O:87]=[C:88]([CH:89]=[CH:90][c:91]1[cH:92][cH:93][cH:94][cH:95][cH:96]1)[CH:97]=[CH:98][c:99]1[cH:100][cH:101][cH:102][cH:103][cH:104]1.[Pd:85].[Pd:86].[SH:13][c:14]1[cH:15][c:16]([C:20]2([C:26]#[N:27])[CH2:21][CH2:22][O:23][CH2:24][CH2:25]2)[cH:17][cH:18][cH:19]1.[c:37]1([P:38]([c:39]2[cH:40][cH:41][cH:42][cH:43][cH:44]2)[c:45]2[c:46]3[c:70]([cH:71][cH:72][cH:73]2)[C:67]([CH3:68])([CH3:69])[c:49]2[c:48]([c:53]([P:54]([c:55]4[cH:56][cH:57][cH:58][cH:59][cH:60]4)[c:61]4[cH:62][cH:63][cH:64][cH:65][cH:66]4)[cH:52][cH:51][cH:50]2)[O:47]3)[cH:74][cH:75][cH:76][cH:77][cH:78]1>>[c:2]1([S:13][c:14]2[cH:15][c:16]([C:20]3([C:26]#[N:27])[CH2:21][CH2:22][O:23][CH2:24][CH2:25]3)[cH:17][cH:18][cH:19]2)[cH:3][c:4]2[cH:5][cH:6][c:7](=[O:12])[nH:8][c:9]2[cH:10][cH:11]1.